From a dataset of the Open Reaction Database (ORD), a public repository of structured organic reaction records. describe an organic reaction: reactants, conditions, products, and yield Starting materials: Brc1ccc(-c2ccccc2)cc1, [Cu]I, [I-], [Na+]. Yields the product Ic1ccc(-c2ccccc2)cc1. RXN SMILES: [Br:1][c:2]1[cH:3][cH:4][c:5](-[c:8]2[cH:9][cH:10][cH:11][cH:12][cH:13]2)[cH:6][cH:7]1.[Cu:16][I:17].[I-:14].[Na+:15]>>[c:2]1([I:14])[cH:3][cH:4][c:5](-[c:8]2[cH:9][cH:10][cH:11][cH:12][cH:13]2)[cH:6][cH:7]1. Reactants: ice water, C(C)C1=NN(C=2C=CC=C(C12)N)CC1=NC(=CC=C1)C (3-ethyl-1-((6-methylpyridin-2-yl)methyl)-1H-indazol-4-amine), CN1CCN(CC1)CCOC1=CC=2N(C=C1)C(=CN2)C(=O)OCC (ethyl 7-(2-(4-methylpiperazin-1-yl)ethoxy)imidazo[1,2-a]pyridine-3-carboxylate), ice water, [Li+].C[Si](C)(C)[N-][Si](C)(C)C (LHMDS), [Cl-].[NH4+] (ammonium chloride). Solvent: C1CCOC1 (THF), C1CCOC1 (THF). Product: C(C)C1=NN(C2=CC=CC(=C12)NC(=O)C1=CN=C2N1C=CC(=C2)OCCN2CCN(CC2)C)CC2=NC(=CC=C2)C (N-(3-ethyl-1-((6-methylpyridin-2-yl)methyl)-1H-indazol-4-yl)-7-(2-(4-methylpiperazin-1-yl)ethoxy)imidazo[1,2-a]pyridine-3-carboxamide). Reaction SMILES: [CH2:1]([C:3]1[C:11]2[C:10]([NH2:12])=[CH:9][CH:8]=[CH:7][C:6]=2[N:5]([CH2:13][C:14]2[CH:19]=[CH:18][CH:17]=[C:16]([CH3:20])[N:15]=2)[N:4]=1)[CH3:2].[Li+].C[Si]([N-][Si](C)(C)C)(C)C.[CH3:31][N:32]1[CH2:37][CH2:36][N:35]([CH2:38][CH2:39][O:40][C:41]2[CH:46]=[CH:45][N:44]3[C:47]([C:50](OCC)=[O:51])=[CH:48][N:49]=[C:43]3[CH:42]=2)[CH2:34][CH2:33]1.[Cl-].[NH4+]>C1COCC1>[CH2:1]([C:3]1[C:11]2[C:6](=[CH:7][CH:8]=[CH:9][C:10]=2[NH:12][C:50]([C:47]2[N:44]3[CH:45]=[CH:46][C:41]([O:40][CH2:39][CH2:38][N:35]4[CH2:36][CH2:37][N:32]([CH3:31])[CH2:33][CH2:34]4)=[CH:42][C:43]3=[N:49][CH:48]=2)=[O:51])[N:5]([CH2:13][C:14]2[CH:19]=[CH:18][CH:17]=[C:16]([CH3:20])[N:15]=2)[N:4]=1)[CH3:2] |f:1.2,4.5|. Procedure details: To a cooled (ice/water bath) solution of 3-ethyl-1-((6-methylpyridin-2-yl)methyl)-1H-indazol-4-amine (0.080 g; 0.30 mmol) in anhydrous THF (2 mL) under nitrogen was added drop wise LHMDS (1.0 M solution in THF; 0.32 mmol). The mixture was stirred with cooling for 10 minutes and then added to a solution of ethyl 7-(2-(4-methylpiperazin-1-yl)ethoxy)imidazo[1,2-a]pyridine-3-carboxylate (Preparation D) in anhydrous THF (2 mL) with ice/water cooling. An excess of saturated aqueous ammonium chloride s...